From a dataset of the Open Reaction Database (ORD), a public repository of structured organic reaction records. describe an organic reaction: reactants, conditions, products, and yield Reactants: CO, COc1ccc(C(=O)O)cc1C(=O)O, O=S(=O)(O)O. Yields the product COC(=O)c1cc(C(=O)O)ccc1OC. Reaction SMILES: [CH3:20][OH:21].[CH3:6][O:7][c:8]1[c:9]([C:17](=[O:18])[OH:19])[cH:10][c:11]([C:12](=[O:13])[OH:14])[cH:15][cH:16]1.[S:1](=[O:2])(=[O:3])([OH:4])[OH:5]>>[CH3:6][O:7][c:8]1[c:9]([C:17]([O:18][CH3:20])=[O:19])[cH:10][c:11]([C:12](=[O:13])[OH:14])[cH:15][cH:16]1. The reactants are CC(C)CCNC(=O)c1ccccc1-c1ccccc1CN, O=C(Cl)Oc1ccccc1. The product is CC(C)CCNC(=O)c1ccccc1-c1ccccc1CNC(=O)Oc1ccccc1. RXN SMILES: [CH3:1][CH:2]([CH2:3][CH2:4][NH:5][C:6](=[O:7])[c:8]1[c:9](-[c:14]2[c:15]([CH2:20][NH2:21])[cH:16][cH:17][cH:18][cH:19]2)[cH:10][cH:11][cH:12][cH:13]1)[CH3:22].[Cl:23][C:24](=[O:25])[O:26][c:27]1[cH:28][cH:29][cH:30][cH:31][cH:32]1>>[CH3:1][CH:2]([CH2:3][CH2:4][NH:5][C:6](=[O:7])[c:8]1[c:9](-[c:14]2[c:15]([CH2:20][NH:21][C:24](=[O:25])[O:26][c:27]3[cH:28][cH:29][cH:30][cH:31][cH:32]3)[cH:16][cH:17][cH:18][cH:19]2)[cH:10][cH:11][cH:12][cH:13]1)[CH3:22].